This data is from the Open Reaction Database (ORD), a public repository of structured organic reaction records. The task is: describe an organic reaction: reactants, conditions, products, and yield The reactants are C(C)(=O)Cl (acetyl chloride), resultant mixture, C(C)OC(=O)C(C(CC(=O)OC)=O)C (Methyl 4-ethoxycarbonyl-3-oxopentanoate), C(C1=CC=CC=C1)N (benzylamine), 3A. The solvent is CO (methanol), CO (methanol). Conditions: time 16 hour. Product: C(C)(=O)C(C(=O)OC)=C(C(C(=O)OCC)C)NCC1=CC=CC=C1 (methyl ethyl 2-acetyl-3-benzylamino-4-methyl-2-pentenedioate). Reaction SMILES: [CH2:1]([O:3][C:4]([CH:6]([CH3:14])[C:7](=O)[CH2:8][C:9]([O:11][CH3:12])=[O:10])=[O:5])[CH3:2].[CH2:15]([NH2:22])[C:16]1[CH:21]=[CH:20][CH:19]=[CH:18][CH:17]=1.[C:23](Cl)(=[O:25])[CH3:24]>CO>[C:23]([C:8](=[C:7]([NH:22][CH2:15][C:16]1[CH:21]=[CH:20][CH:19]=[CH:18][CH:17]=1)[CH:6]([CH3:14])[C:4]([O:3][CH2:1][CH3:2])=[O:5])[C:9]([O:11][CH3:12])=[O:10])(=[O:25])[CH3:24]. Procedure: Methyl 4-ethoxycarbonyl-3-oxopentanoate (200 ml; 1.06 mmole) was dissolved in dry methanol (2.5 ml), and benzylamine (386 mg; 3.6 mmole) and molecular sieve 3A (0.3 g) were added thereto. A solution of acetyl chloride (170 mg; 2.17 mmole) in dry methanol (0.9 ml) was added to the resultant mixture, followed by allowing to stand at room temperature for 16 hours. Molecular sieve was removed by filtraton, and the filtrate was diluted with ethyl acetate, washed successively with a saturated sodium b...